This data is from the Open Reaction Database (ORD), a public repository of structured organic reaction records. The task is: describe an organic reaction: reactants, conditions, products, and yield The reactants are CO, COC1=C(OC)C(=O)C(Cc2ccc(OC(C)=O)c(C(=O)Nc3cccnc3Cl)c2)=C(C)C1=O, [Na+], O, O=C([O-])O. The product is COC1=C(OC)C(=O)C(Cc2ccc(O)c(C(=O)Nc3cccnc3Cl)c2)=C(C)C1=O. Reaction SMILES: [CH3:40][OH:41].[Cl:1][c:2]1[n:3][cH:4][cH:5][cH:6][c:7]1[NH:8][C:9]([c:10]1[c:11]([O:30][C:31](=[O:32])[CH3:33])[cH:12][cH:13][c:14]([CH2:16][C:17]2=[C:22]([CH3:23])[C:21](=[O:24])[C:20]([O:25][CH3:26])=[C:19]([O:27][CH3:28])[C:18]2=[O:29])[cH:15]1)=[O:34].[Na+:35].[OH2:42].[OH:36][C:37](=[O:38])[O-:39]>>[Cl:1][c:2]1[n:3][cH:4][cH:5][cH:6][c:7]1[NH:8][C:9]([c:10]1[c:11]([OH:30])[cH:12][cH:13][c:14]([CH2:16][C:17]2=[C:22]([CH3:23])[C:21](=[O:24])[C:20]([O:25][CH3:26])=[C:19]([O:27][CH3:28])[C:18]2=[O:29])[cH:15]1)=[O:34].